The task is: describe an organic reaction: reactants, conditions, products, and yield. This data is from the Open Reaction Database (ORD), a public repository of structured organic reaction records. The reactants are CS(=O)(=O)Cl, ClCCl, COc1ccc(CO)c(Cl)c1. Yields the product COc1ccc(CCl)c(Cl)c1. Reaction SMILES: [CH3:12][S:13]([Cl:14])(=[O:15])=[O:16].[Cl:17][CH2:18][Cl:19].[Cl:1][c:2]1[c:3]([CH2:4][OH:5])[cH:6][cH:7][c:8]([O:10][CH3:11])[cH:9]1>>[Cl:1][c:2]1[c:3]([CH2:4][Cl:14])[cH:6][cH:7][c:8]([O:10][CH3:11])[cH:9]1. As a reaction SMILES: [Cl:1][C:2]1[C:10]([NH2:11])=[CH:9][C:8]([Cl:12])=[CH:7][C:3]=1[C:4]([OH:6])=[O:5].O[CH2:14][S:15]([CH2:18][CH2:19][Cl:20])(=[O:17])=[O:16].S(=O)(=O)(O)O>C(Cl)CCl>[Cl:1][C:2]1[C:10]([NH:11][CH2:14][S:15]([CH2:18][CH2:19][Cl:20])(=[O:17])=[O:16])=[CH:9][C:8]([Cl:12])=[CH:7][C:3]=1[C:4]([OH:6])=[O:5]. Reactants: ClC1=C(C(=O)O)C=C(C=C1N)Cl (2,5-dichloro-3-aminobenzoic acid), OCS(=O)(=O)CCCl (hydroxymethyl-(β-chloroethyl)-sulfone), S(O)(O)(=O)=O (sulfuric acid). Product: ClC1=C(C(=O)O)C=C(C=C1NCS(=O)(=O)CCCl)Cl (2,5-dichloro-3-[(β-chloroethyl)-sulfonylmethylamino]-benzoic acid). Reaction conditions: temperature 40 celsius, time 3 hour. The solvent is C(CCl)Cl (ethylene chloride). Reported procedure: 20.6 g (0.1 mole) of 2,5-dichloro-3-aminobenzoic acid and 18.7 g (0.12 mole) of hydroxymethyl-(β-chloroethyl)-sulfone were suspended in 100 ml of ethylene chloride, 1 ml of concentrated sulfuric acid was added thereto and the mixture was stirred for 3 hours at 40° C. The mixture was then cooled and the product which had crystallized out was filtered off and recrystallized from acetonitrile. This gave 30.8 g (89% of theory) of 2,5-dichloro-3-[(β-chloroethyl)-sulfonylmethylamino]-benzoic acid in t... The reactants are [OH-].[Na+] (NaOH), C(C(=C)C)(=O)Cl (methacryloyl chloride), [OH-].[Na+] (NaOH), N1[C@H](C(=O)O)CCC1 (L-proline), C(=O)(O)[O-].[Na+] (NaHCO3), C(C(=C)C)(=O)Cl (methacryloyl chloride). The solvent is C(C)OCC (diethyl ether), C(C)OCC (diethyl ether), O (H2O). Run at time 20 minute. Product: C(C(=C)C)(=O)N1[C@H](C(=O)O)CCC1 (N-methacryloyl-L-proline). As a reaction SMILES: [NH:1]1[CH2:8][CH2:7][CH2:6][C@H:2]1[C:3]([OH:5])=[O:4].C([O-])(O)=O.[Na+].[OH-].[Na+].[C:16](Cl)(=[O:20])[C:17]([CH3:19])=[CH2:18]>C(OCC)C.O>[C:16]([N:1]1[CH2:8][CH2:7][CH2:6][C@H:2]1[C:3]([OH:5])=[O:4])(=[O:20])[C:17]([CH3:19])=[CH2:18] |f:1.2,3.4|. Reported procedure: A mechanically stirred mixture of L-proline (42.0 grams, g), NaHCO3 (148 g), H2O (680 milliliters, ml) and diethyl ether (280 ml) was maintained in an ambient temperature bath at pH 10.5-10.7 (adjusted by the addition of concentrated aqueous NaOH), then treated portionwise over 20 minutes with a solution of redistilled methacryloyl chloride (40 ml) in diethyl ether (20 ml). Additional concentrated aqueous NaOH was added as needed to keep the pH at 10.5-10.7. Upon addition of all of the methacryl... Starting materials: CO (methanol), N(=NC(C(=O)[O-])(CC)C)C(C(=O)[O-])(CC)C (2,2′-Azobis(methyl 2-methylpropionate)), C(C)(C)(C)OC1=CC=C(C=C)C=C1 (p-tert-butoxystyrene), CC1=CC=C(C=C)C=C1 (p-methylstyrene). The solvent is O1CCOCC1 (1,4-dioxane). The product is C(C)(C)(C)OC1=CC=C(C=C)C=C1.CC1=CC=C(C=C)C=C1 (p-tert-butoxystyrene p-methylstyrene). As a reaction SMILES: N(C(C)(CC)C([O-])=O)=NC(C)(CC)C([O-])=O.[C:17]([O:21][C:22]1[CH:29]=[CH:28][C:25]([CH:26]=[CH2:27])=[CH:24][CH:23]=1)([CH3:20])([CH3:19])[CH3:18].[CH3:30][C:31]1[CH:38]=[CH:37][C:34]([CH:35]=[CH2:36])=[CH:33][CH:32]=1.CO>O1CCOCC1>[C:17]([O:21][C:22]1[CH:23]=[CH:24][C:25]([CH:26]=[CH2:27])=[CH:28][CH:29]=1)([CH3:20])([CH3:18])[CH3:19].[CH3:30][C:31]1[CH:38]=[CH:37][C:34]([CH:35]=[CH2:36])=[CH:33][CH:32]=1 |f:5.6|. Reported procedure: 2,2′-Azobis(methyl 2-methylpropionate) was added to a mixture of 100 g (0.567 mole) of p-tert-butoxystyrene and 3.54 g (0.03 mole) of p-methylstyrene in 1,4-dioxane, followed by conducting a polymerization reaction at 80° C. for 6 hours under nitrogen gas streams. After cooling, the reaction solution was poured into 5000 ml of aqueous methanol solution to precipitate out. The precipitated polymer was filtered, washed with methanol and dried under reduced pressure to give 92.3 g of poly(p-tert-bu... Starting materials: ClC1=C(C=C(C(=C1)N(C)C)F)C1=C(C(=NC=C1)N[C@H](C)C1CC1)[N+](=O)[O-] ((R)-[4-(2-Chloro-4-dimethylamino-5-fluoro-phenyl)-3-nitro-pyridin-2-yl]-(1-cyclopropyl-ethyl)-amine), Cl[Sn]Cl.O (SnCl2.H2O). Product: ClC1=C(C=C(C(=C1)N(C)C)F)C1=C(C(=NC=C1)N[C@H](C)C1CC1)N ((R)-4-(2-chloro-4-dimethylamino-5-fluoro-phenyl)-N2-(1-cyclopropyl-ethyl)-pyridine-2,3-diamine). The yield is 95.3%. As a reaction SMILES: [Cl:1][C:2]1[CH:7]=[C:6]([N:8]([CH3:10])[CH3:9])[C:5]([F:11])=[CH:4][C:3]=1[C:12]1[CH:17]=[CH:16][N:15]=[C:14]([NH:18][C@@H:19]([CH:21]2[CH2:23][CH2:22]2)[CH3:20])[C:13]=1[N+:24]([O-])=O.Cl[Sn]Cl.O>>[Cl:1][C:2]1[CH:7]=[C:6]([N:8]([CH3:9])[CH3:10])[C:5]([F:11])=[CH:4][C:3]=1[C:12]1[CH:17]=[CH:16][N:15]=[C:14]([NH:18][C@@H:19]([CH:21]2[CH2:22][CH2:23]2)[CH3:20])[C:13]=1[NH2:24] |f:1.2|. Procedure details: (R)-[4-(2-Chloro-4-dimethylamino-5-fluoro-phenyl)-3-nitro-pyridin-2-yl]-(1-cyclopropyl-ethyl)-amine (314 mg, 0.83 mmol) and SnCl2.H2O (472 mg, 2.5 mmol) were treated substantially as described in Part D of Example 74a to yield 276 mg of crude (R)-4-(2-chloro-4-dimethylamino-5-fluoro-phenyl)-N2-(1-cyclopropyl-ethyl)-pyridine-2,3-diamine: MS (EI) m/z 349.24 [(M+H)+, 100]. Starting materials: C(C=C)C1OCCC1=O (2-allyldihydrofuran-3(2H)-one), C(C)(=O)[O-].[NH4+] (ammonium acetate), C(C)(C)(C)[N+]#[C-] (tert-butyl isocyanide), FC(CO)(F)F (2,2,2-trifluoroethanol). Solvent: O (water). Run at time 5 day. The product is C(C)(=O)N[C@@]1([C@H](OCC1)CC=C)C(=O)NC(C)(C)C ((2R 3S)-3-acetamido-2-allyl-N-tert-butyltetrahydrofuran-3-carboxamide), (2S,3S)-3-acetylamido-2-allyl-N-tert-butyltetrahydrofuran-3-carboxamide. The yield is 26.0%. As a reaction SMILES: [CH2:1]([CH:4]1[C:8](=O)[CH2:7][CH2:6][O:5]1)[CH:2]=[CH2:3].[C:10]([O-:13])(=O)[CH3:11].[NH4+:14].[C:15]([N+:19]#[C-])([CH3:18])([CH3:17])[CH3:16].FC(F)(F)[CH2:23][OH:24]>O>[C:10]([NH:14][C@@:8]1([C:23]([NH:19][C:15]([CH3:18])([CH3:17])[CH3:16])=[O:24])[CH2:7][CH2:6][O:5][C@@H:4]1[CH2:1][CH:2]=[CH2:3])(=[O:13])[CH3:11] |f:1.2|. Procedure: A solution of 2-allyldihydrofuran-3(2H)-one (1.2 g, 9.5 mmol) and ammonium acetate (4.39 g, 57.0 mmol) in 2,2,2-trifluoroethanol (5 mL) was treated with tert-butyl isocyanide (2.37 g, 3.23 mL, 28.5 mmol). After stirring at room temperature for 5 days, the reaction mixture diluted with water (50 mL) and extracted using ethyl acetate (2×50 mL). The combined organic layers were washed with saturated aqueous sodium chloride, dried over MgSO4, filtered and concentrated. Purification by flash column c... Reactants: C12(CC3CC(CC(C1)C3)C2)C2=CC=C(C=C2)O (p-(1-adamantyl)-phenol), C(C)OC(CCCBr)=O (4-bromobutyric acid ethyl ester). The product is C(C)OC(CCCOC1=CC=C(C=C1)C12CC3CC(CC(C1)C3)C2)=O (4-[4-(1-adamantyl)-phenoxy]-butyric acid ethyl ester). As a reaction SMILES: [C:1]12([C:11]3[CH:16]=[CH:15][C:14]([OH:17])=[CH:13][CH:12]=3)[CH2:10][CH:5]3[CH2:6][CH:7]([CH2:9][CH:3]([CH2:4]3)[CH2:2]1)[CH2:8]2.[CH2:18]([O:20][C:21](=[O:26])[CH2:22][CH2:23][CH2:24]Br)[CH3:19]>>[CH2:18]([O:20][C:21](=[O:26])[CH2:22][CH2:23][CH2:24][O:17][C:14]1[CH:13]=[CH:12][C:11]([C:1]23[CH2:8][CH:7]4[CH2:9][CH:3]([CH2:4][CH:5]([CH2:6]4)[CH2:10]2)[CH2:2]3)=[CH:16][CH:15]=1)[CH3:19]. Reported procedure: Analogously to the method described in Example 5, the use of p-(1-adamantyl)-phenol and 4-bromobutyric acid ethyl ester as starting materials gives 4-[4-(1-adamantyl)-phenoxy]-butyric acid ethyl ester of boiling point 150° C (0.03 mm). The reactants are C(C=C)NC(NN)=S (4-(2-propenyl)-3-thiosemicarbazide), ClCC(C)=O (chloroacetone). Yields the product Cl.CC=1N(C(SC1)=NN)CC=C (4-Methyl-3-(2-propenyl)-2(3H)-thiazolone hydrazone hydrochloride). RXN SMILES: [CH2:1]([NH:4][C:5](=[S:8])[NH:6][NH2:7])[CH:2]=[CH2:3].[Cl:9][CH2:10][C:11](=O)[CH3:12]>>[ClH:9].[CH3:12][C:11]1[N:4]([CH2:1][CH:2]=[CH2:3])[C:5](=[N:6][NH2:7])[S:8][CH:10]=1 |f:2.3|. Reported procedure: From 4-(2-propenyl)-3-thiosemicarbazide and chloroacetone. Starting materials: C=C(C)CBr, COc1ccc(CNC(=O)c2cc([N+](=O)[O-])ccc2Br)cc1, [H-], [Na+], CN(C)C=O, O. Yields the product C=C(C)CN(Cc1ccc(OC)cc1)C(=O)c1cc([N+](=O)[O-])ccc1Br. Reaction SMILES: [Br:25][CH2:26][C:27](=[CH2:28])[CH3:29].[Br:3][c:4]1[c:5]([C:6](=[O:7])[NH:8][CH2:9][c:10]2[cH:11][cH:12][c:13]([O:16][CH3:17])[cH:14][cH:15]2)[cH:18][c:19]([N+:22](=[O:23])[O-:24])[cH:20][cH:21]1.[H-:2].[Na+:1].[O:31]=[CH:32][N:33]([CH3:34])[CH3:35].[OH2:30]>>[Br:3][c:4]1[c:5]([C:6](=[O:7])[N:8]([CH2:9][c:10]2[cH:11][cH:12][c:13]([O:16][CH3:17])[cH:14][cH:15]2)[CH2:28][C:27](=[CH2:26])[CH3:29])[cH:18][c:19]([N+:22](=[O:23])[O-:24])[cH:20][cH:21]1.